The task is: describe an organic reaction: reactants, conditions, products, and yield. This data is from the Open Reaction Database (ORD), a public repository of structured organic reaction records. Reactants: [Al+3], COC(=O)c1ccc2c(c1)CCC2NS(=O)(=O)C(C)C, [H-], [H-], [H-], [H-], [Li+], C1CCOC1. The product is CC(C)S(=O)(=O)NC1CCc2cc(CO)ccc21. As a reaction SMILES: [Al+3:2].[CH3:7][CH:8]([CH3:9])[S:10](=[O:11])(=[O:12])[NH:13][CH:14]1[CH2:15][CH2:16][c:17]2[cH:18][c:19]([C:23](=[O:24])[O:25][CH3:26])[cH:20][cH:21][c:22]21.[H-:1].[H-:4].[H-:5].[H-:6].[Li+:3].[O:27]1[CH2:28][CH2:29][CH2:30][CH2:31]1>>[CH3:7][CH:8]([CH3:9])[S:10](=[O:11])(=[O:12])[NH:13][CH:14]1[CH2:15][CH2:16][c:17]2[cH:18][c:19]([CH2:23][OH:24])[cH:20][cH:21][c:22]21. Reactants: [Br-], CCC(=CCCc1ccc2c(c1)OCO2)CCC1CCCC1=O, CC[Mg+]. Yields the product CCC(=CCCc1ccc2c(c1)OCO2)CCC1CCCC1(O)CC. Reaction SMILES: [Br-:24].[CH2:1]([CH3:2])[C:3]([CH2:4][CH2:5][CH:6]1[C:7](=[O:11])[CH2:8][CH2:9][CH2:10]1)=[CH:12][CH2:13][CH2:14][c:15]1[cH:16][c:17]2[c:18]([cH:19][cH:20]1)[O:21][CH2:22][O:23]2.[CH2:25]([CH3:26])[Mg+:27]>>[CH2:1]([CH3:2])[C:3]([CH2:4][CH2:5][CH:6]1[C:7]([OH:11])([CH2:25][CH3:26])[CH2:8][CH2:9][CH2:10]1)=[CH:12][CH2:13][CH2:14][c:15]1[cH:16][c:17]2[c:18]([cH:19][cH:20]1)[O:21][CH2:22][O:23]2. As a reaction SMILES: [ClH:28].[Li:11].[Li:13][CH:14]1[c:15]2[n:16][cH:17][cH:18][cH:19][c:20]2[CH2:21][CH2:22][CH2:23]1.[NH2-:12].[SiH3:24][N:25]=[C:26]=[S:27].[n:1]1[cH:2][cH:3][cH:4][c:5]2[c:10]1[CH2:9][CH2:8][CH2:7][CH2:6]2>>[n:1]1[cH:2][cH:3][cH:4][c:5]2[c:10]1[CH:9]([C:26]([NH2:25])=[S:27])[CH2:8][CH2:7][CH2:6]2. Yields the product NC(=S)C1CCCc2cccnc21. Starting materials: Cl, [Li], [Li]C1CCCc2cccnc21, [NH2-], [SiH3]N=C=S, c1cnc2c(c1)CCCC2. Reactants: C1(CC1)C(CC(=O)OCC)C1=CC(=CC=C1)COC1=C(C=C(C=C1)C1=C(C=CC(=C1)OC)F)C(CC(C)(C)C)OC (ethyl 3-cyclopropyl-3-(3-(((2′-fluoro-5′-methoxy-3-(1-methoxy-3,3-dimethylbutyl)-[1,1′-biphenyl]-4-yl)oxy)methyl)phenyl)propanoate), [OH-].[Na+] (sodium hydroxide), Cl (Hydrochloric acid). Run in C(C)O (ethanol). Run at temperature 50 celsius, time 1 hour. The product is C1(CC1)C(CC(=O)O)C1=CC(=CC=C1)COC1=C(C=C(C=C1)C1=C(C=CC(=C1)OC)F)C(CC(C)(C)C)OC (3-cyclopropyl-3-(3-(((2′-fluoro-5′-methoxy-3-(1-methoxy-3,3-dimethylbutyl)biphenyl-4-yl)oxy)methyl)phenyl)propanoic acid). Yield: 68.3%. RXN SMILES: [CH:1]1([CH:4]([C:11]2[CH:16]=[CH:15][CH:14]=[C:13]([CH2:17][O:18][C:19]3[CH:24]=[CH:23][C:22]([C:25]4[CH:30]=[C:29]([O:31][CH3:32])[CH:28]=[CH:27][C:26]=4[F:33])=[CH:21][C:20]=3[CH:34]([O:40][CH3:41])[CH2:35][C:36]([CH3:39])([CH3:38])[CH3:37])[CH:12]=2)[CH2:5][C:6]([O:8]CC)=[O:7])[CH2:3][CH2:2]1.[OH-].[Na+].Cl>C(O)C>[CH:1]1([CH:4]([C:11]2[CH:16]=[CH:15][CH:14]=[C:13]([CH2:17][O:18][C:19]3[CH:24]=[CH:23][C:22]([C:25]4[CH:30]=[C:29]([O:31][CH3:32])[CH:28]=[CH:27][C:26]=4[F:33])=[CH:21][C:20]=3[CH:34]([O:40][CH3:41])[CH2:35][C:36]([CH3:37])([CH3:38])[CH3:39])[CH:12]=2)[CH2:5][C:6]([OH:8])=[O:7])[CH2:2][CH2:3]1 |f:1.2|. Procedure: To a solution of ethyl 3-cyclopropyl-3-(3-(((2′-fluoro-5′-methoxy-3-(1-methoxy-3,3-dimethylbutyl)-[1,1′-biphenyl]-4-yl)oxy)methyl)phenyl)propanoate (385 mg) in ethanol (3.0 mL) was added 1N aqueous sodium hydroxide solution (3.0 mL), and the reaction mixture was stirred at 50° C. for 1 hr. 1N Hydrochloric acid was added, and the mixture was extracted with ethyl acetate. The extract was washed with saturated brine and dried over anhydrous sodium sulfate. The solvent was evaporated under reduced p... Starting materials: C(C1=CC=CC=C1)O (benzyl alcohol), C1(CCCCC1)N=C=NC1CCCCC1 (N,N′-dicyclohexylcarbodiimide). Product: C(C)(C)NC(OCC1=CC=CC=C1)=NC(C)C (N,N′-Diisopropyl-O-benzylisourea). As a reaction SMILES: [CH2:1]([OH:8])[C:2]1[CH:7]=[CH:6][CH:5]=[CH:4][CH:3]=1.[CH:9]1([N:15]=[C:16]=[N:17][CH:18]2[CH2:23]CCC[CH2:19]2)[CH2:14]CCC[CH2:10]1>>[CH:18]([NH:17][C:16](=[N:15][CH:9]([CH3:14])[CH3:10])[O:8][CH2:1][C:2]1[CH:7]=[CH:6][CH:5]=[CH:4][CH:3]=1)([CH3:23])[CH3:19]. Procedure: Synthesis is carried out from benzyl alcohol and N,N′-dicyclohexylcarbodiimide (Mathias, Synthesis 1979, 561.) Starting materials: O=C1c2ccccc2C(=O)N1CCCCBr, [H-], [Na+], CN(C)C=O, c1c[nH]cn1. The product is O=C1c2ccccc2C(=O)N1CCCCn1ccnc1. RXN SMILES: [Br:8][CH2:9][CH2:10][CH2:11][CH2:12][N:13]1[C:14](=[O:23])[c:15]2[c:16]([cH:19][cH:20][cH:21][cH:22]2)[C:17]1=[O:18].[H-:6].[Na+:7].[O:24]=[CH:25][N:26]([CH3:27])[CH3:28].[nH:1]1[cH:2][n:3][cH:4][cH:5]1>>[n:1]1([CH2:9][CH2:10][CH2:11][CH2:12][N:13]2[C:14](=[O:23])[c:15]3[c:16]([cH:19][cH:20][cH:21][cH:22]3)[C:17]2=[O:18])[cH:2][n:3][cH:4][cH:5]1. Starting materials: COC=1C=C(CN)C=CC1OC (3,4-dimethoxybenzylamine), C[Al](C)C (trimethylaluminum), FC1=NC=C(C=C1C=1C=C(C(=NC1)C1=NC=CC=C1)C(=O)OC)C (methyl 2″-fluoro-5″-methyl-2,2′:5′,3″-terpyridine-3′-carboxylate). Run in C1(=CC=CC=C1)C (toluene), C1(=CC=CC=C1)C (toluene), C(C)(=O)OCC (ethyl acetate). Run at temperature 100 celsius, time 45 minute. Yields the product COC=1C=C(CNC(=O)C=2C(=NC=C(C2)C=2C(=NC=C(C2)C)F)C2=NC=CC=C2)C=CC1OC (N-(3,4-dimethoxybenzyl)-2″-fluoro-5″-methyl-2,2′:5′,3″-terpyridine-3′-carboxamide). Reaction SMILES: [CH3:1][O:2][C:3]1[CH:4]=[C:5]([CH:8]=[CH:9][C:10]=1[O:11][CH3:12])[CH2:6][NH2:7].C[Al](C)C.[F:17][C:18]1[C:23]([C:24]2[CH:25]=[C:26]([C:36](OC)=[O:37])[C:27]([C:30]3[CH:35]=[CH:34][CH:33]=[CH:32][N:31]=3)=[N:28][CH:29]=2)=[CH:22][C:21]([CH3:40])=[CH:20][N:19]=1>C1(C)C=CC=CC=1.C(OCC)(=O)C>[CH3:1][O:2][C:3]1[CH:4]=[C:5]([CH:8]=[CH:9][C:10]=1[O:11][CH3:12])[CH2:6][NH:7][C:36]([C:26]1[C:27]([C:30]2[CH:35]=[CH:34][CH:33]=[CH:32][N:31]=2)=[N:28][CH:29]=[C:24]([C:23]2[C:18]([F:17])=[N:19][CH:20]=[C:21]([CH3:40])[CH:22]=2)[CH:25]=1)=[O:37]. Procedure details: To a solution of 3,4-dimethoxybenzylamine (0.15 g, 0.89 mmol, 8.0 equiv) in toluene (2.2 mL) was added a solution of trimethylaluminum (0.39 mL, 0.78 mmol, 7.0 equiv, 2 M in toluene) at ambient temperature and the reaction mixture was stirred for 45 minutes. To the reaction mixture was added a solution of methyl 2″-fluoro-5″-methyl-2,2′:5′,3″-terpyridine-3′-carboxylate (0.036 g, 0.11 mmol, 1.0 equiv) in toluene (2 mL) and the reaction mixture was heated to 100° C. for 15 h. The reaction mixture ... Starting materials: C1CCOC1, CO, [Li+], [OH-], O, Cc1ccc(S(=O)(=O)n2cc(-c3cn(S(=O)(=O)c4ccc(C)cc4)c4ccc([N+](=O)[O-])cc34)c3ccccc32)cc1. The product is Cc1ccc(S(=O)(=O)n2cc(-c3c[nH]c4ccc([N+](=O)[O-])cc34)c3ccccc32)cc1. As a reaction SMILES: [CH2:44]1[O:45][CH2:46][CH2:47][CH2:48]1.[CH3:49][OH:50].[Li+:43].[OH-:42].[OH2:51].[c:1]1([CH3:41])[cH:2][cH:3][c:4]([S:7](=[O:8])(=[O:9])[n:10]2[cH:11][c:12](-[c:19]3[cH:20][n:21]([S:31]([c:32]4[cH:33][cH:34][c:35]([CH3:36])[cH:37][cH:38]4)(=[O:39])=[O:40])[c:22]4[cH:23][cH:24][c:25]([N+:28](=[O:29])[O-:30])[cH:26][c:27]34)[c:13]3[cH:14][cH:15][cH:16][cH:17][c:18]23)[cH:5][cH:6]1>>[c:1]1([CH3:41])[cH:2][cH:3][c:4]([S:7](=[O:8])(=[O:9])[n:10]2[cH:11][c:12](-[c:19]3[cH:20][nH:21][c:22]4[cH:23][cH:24][c:25]([N+:28](=[O:29])[O-:30])[cH:26][c:27]34)[c:13]3[cH:14][cH:15][cH:16][cH:17][c:18]23)[cH:5][cH:6]1.